Dataset: the Open Reaction Database (ORD), a public repository of structured organic reaction records. Task: describe an organic reaction: reactants, conditions, products, and yield Starting materials: CCO, Clc1ccc2ncnn2n1, NCCCCCCO. The product is OCCCCCCNc1ccc2ncnn2n1. RXN SMILES: [CH3:19][CH2:20][OH:21].[Cl:1][c:2]1[cH:3][cH:4][c:5]2[n:6]([n:7]1)[n:8][cH:9][n:10]2.[NH2:11][CH2:12][CH2:13][CH2:14][CH2:15][CH2:16][CH2:17][OH:18]>>[c:2]1([NH:11][CH2:12][CH2:13][CH2:14][CH2:15][CH2:16][CH2:17][OH:18])[cH:3][cH:4][c:5]2[n:6]([n:7]1)[n:8][cH:9][n:10]2. Starting materials: CC1=C(OC=2SC3=C(N2)C=CC=C3N)C=CC(=C1)C (2-(2,4-dimethylphenoxy)-1,3-benzothiazol-7-amine), C(CC)=O (propionaldehyde), C(C)(=O)O[BH-](OC(C)=O)OC(C)=O.[Na+] (sodium triacetoxyborohydride), CC(=O)O (AcOH). The solvent is ClCCl (dichloromethane). Reaction conditions: time 15 hour. Product: CC1=C(OC=2SC3=C(N2)C=CC=C3N(CCC)CCC)C=CC(=C1)C (2-(2,4-Dimethylphenoxy)-N,N-dipropyl-1,3-benzothiazol-7-amine). RXN SMILES: [CH3:1][C:2]1[CH:18]=[C:17]([CH3:19])[CH:16]=[CH:15][C:3]=1[O:4][C:5]1[S:6][C:7]2[C:13]([NH2:14])=[CH:12][CH:11]=[CH:10][C:8]=2[N:9]=1.[CH:20](=O)[CH2:21][CH3:22].C(O[BH-](O[C:34](=O)[CH3:35])OC(=O)C)(=O)C.[Na+].[CH3:38]C(O)=O>ClCCl>[CH3:1][C:2]1[CH:18]=[C:17]([CH3:19])[CH:16]=[CH:15][C:3]=1[O:4][C:5]1[S:6][C:7]2[C:13]([N:14]([CH2:38][CH2:34][CH3:35])[CH2:20][CH2:21][CH3:22])=[CH:12][CH:11]=[CH:10][C:8]=2[N:9]=1 |f:2.3|. Procedure: To a solution of 2-(2,4-dimethylphenoxy)-1,3-benzothiazol-7-amine (54 mg, 0.200 mmol) in dichloromethane (DCM) (3 ml) was added propionaldehyde (0.058 ml, 0.799 mmol) followed after 30 min by sodium triacetoxyborohydride (169 mg, 0.799 mmol) and AcOH (0.023 ml). The mixture was stirred at room temperature for 15 h. The reaction was quenched with saturated NaHCO3 solution. The aqueous solution was extracted with dichloromethane. The extract was washed with brine, dried over magnesium sulfate and ... Starting materials: 4A, ClC(C(=O)OC)(F)Cl (methyl dichlorofluoroacetate), FC(OC1=CC=C(C=C1)C1(CC1)C=O)F (1-(4-difluoromethoxyphenyl)-1-formylcyclopropane), C(C)(=O)OC(C)=O (acetic anhydride). The reagents and catalysts are [Zn] (zinc), [Cu]Cl (copper (I) chloride). The solvent is O1CCCC1 (tetrahydrofuran). The product is FC(OC1=CC=C(C=C1)C1(CC1)C=C(C(=O)OC)F)F (1-(4-Difluoromethoxyphenyl)-1-(2-fluoro-2(methoxycarbonyl)ethenyl)cyclopropane). Yield: 28.0%. As a reaction SMILES: [F:1][CH:2]([F:15])[O:3][C:4]1[CH:9]=[CH:8][C:7]([C:10]2([CH:13]=O)[CH2:12][CH2:11]2)=[CH:6][CH:5]=1.C(OC(=O)C)(=O)C.Cl[C:24](Cl)([F:29])[C:25]([O:27][CH3:28])=[O:26]>[Zn].[Cu]Cl.O1CCCC1>[F:1][CH:2]([F:15])[O:3][C:4]1[CH:9]=[CH:8][C:7]([C:10]2([CH:13]=[C:24]([F:29])[C:25]([O:27][CH3:28])=[O:26])[CH2:12][CH2:11]2)=[CH:6][CH:5]=1. Procedure details: The method of Example 1 was repeated using zinc powder (2.8 g), copper (I) chloride (0.42 g), molecular sieve 4A (2.8 g) tetrahydrofuran (50 ml), 1-(4-difluoromethoxyphenyl)-1-formylcyclopropane, acetic anhydride (1.5 ml) and methyl dichlorofluoroacetate (3.6 g) to yield the title compound (0.79 g, 28%). Starting materials: ClCCCl, CCN, CN(C)c1ccncc1, CC(CC(=O)O)NC(=O)c1cn(COCC[Si](C)(C)C)c2ncc(C3CC3)nc12, ClCCl, Cl, O. Yields the product CCNC(=O)CC(C)NC(=O)c1cn(COCC[Si](C)(C)C)c2ncc(C3CC3)nc12. As a reaction SMILES: [CH2:30]([Cl:31])[CH2:32][Cl:33].[CH2:35]([CH3:36])[NH2:37].[CH3:41][N:42]([CH3:43])[c:44]1[cH:45][cH:46][n:47][cH:48][cH:49]1.[CH:1]1([c:4]2[n:5][c:6]3[c:7]([n:8][cH:9]2)[n:10]([CH2:22][O:23][CH2:24][CH2:25][Si:26]([CH3:27])([CH3:28])[CH3:29])[cH:11][c:12]3[C:13](=[O:14])[NH:15][CH:16]([CH2:17][C:18](=[O:19])[OH:20])[CH3:21])[CH2:2][CH2:3]1.[Cl:38][CH2:39][Cl:40].[ClH:34].[OH2:50]>>[CH:1]1([c:4]2[n:5][c:6]3[c:7]([n:8][cH:9]2)[n:10]([CH2:22][O:23][CH2:24][CH2:25][Si:26]([CH3:27])([CH3:28])[CH3:29])[cH:11][c:12]3[C:13](=[O:14])[NH:15][CH:16]([CH2:17][C:18](=[O:19])[NH:37][CH2:35][CH3:36])[CH3:21])[CH2:2][CH2:3]1. Reactants: OCC=1N=C(OC1)C=1C=C(C=CC1)C1=NC2=C(NC(C1)=O)C=C(C=C2)N2C=CC=C2 (4-[3-(4-Hydroxymethyl-oxazol-2-yl)-phenyl]-8-pyrrol-1-yl-1,3-dihydro-benzo[b][1,4]diazepin-2-one), C(Cl)Cl (CH2Cl2), ice. Solvent: S(=O)(Cl)Cl (thionyl chloride). Conditions: temperature 40 celsius, time 0.5 hour. Product: ClCC=1N=C(OC1)C=1C=C(C=CC1)C1=NC2=C(NC(C1)=O)C=C(C=C2)N2C=CC=C2 (4-[3-(4-chloromethyl-oxazol-2-yl)-phenyl]-8-pyrrol-1-yl-1,3-dihydro-benzo[b][1,4]diazepin-2-one). Reaction SMILES: O[CH2:2][C:3]1[N:4]=[C:5]([C:8]2[CH:9]=[C:10]([C:14]3[CH2:20][C:19](=[O:21])[NH:18][C:17]4[CH:22]=[C:23]([N:26]5[CH:30]=[CH:29][CH:28]=[CH:27]5)[CH:24]=[CH:25][C:16]=4[N:15]=3)[CH:11]=[CH:12][CH:13]=2)[O:6][CH:7]=1.C(Cl)[Cl:32]>S(Cl)(Cl)=O>[Cl:32][CH2:2][C:3]1[N:4]=[C:5]([C:8]2[CH:9]=[C:10]([C:14]3[CH2:20][C:19](=[O:21])[NH:18][C:17]4[CH:22]=[C:23]([N:26]5[CH:30]=[CH:29][CH:28]=[CH:27]5)[CH:24]=[CH:25][C:16]=4[N:15]=3)[CH:11]=[CH:12][CH:13]=2)[O:6][CH:7]=1. Procedure details: A suspension of 4-[3-(4-hydroxymethyl-oxazol-2-yl)-phenyl]-8-pyrrol-1-yl-1,3-dihydro-benzo[b][1,4]diazepin-2-one (Example 26) (1.0 g) in CH2Cl2 (15 mL) and thionyl chloride (0.27 mL) was heated with stirring to 40° C. for 0.5 h and subsequently cooled in the ice bath. The solid was isolated by filtration and washed with CH2Cl2 to give 4-[3-(4-chloromethyl-oxazol-2-yl)-phenyl]-8-pyrrol-1-yl-1,3-dihydro-benzo[b][1,4]diazepin-2-one (1.0 g) as yellow crystals. Reaction SMILES: [C:41](=[O:42])([OH:43])[O-:44].[CH3:47][N:48]1[CH2:49][CH2:50][CH2:51][C:52]1=[O:53].[CH:1]1([NH:7][c:8]2[n:9][c:10]([S:17]([CH3:18])(=[O:19])=[O:20])[n:11][cH:12][c:13]2[C:14](=[O:15])[NH2:16])[CH2:2][CH2:3][CH2:4][CH2:5][CH2:6]1.[ClH:40].[Na+:45].[O:21]1[CH2:22][CH2:23][N:24]([c:27]2[cH:28][cH:29][c:30]([NH2:31])[cH:32][cH:33]2)[CH2:25][CH2:26]1.[O:34]1[CH2:35][CH2:36][O:37][CH2:38][CH2:39]1.[OH2:46]>>[CH:1]1([NH:7][c:8]2[n:9][c:10]([NH:31][c:30]3[cH:29][cH:28][c:27]([N:24]4[CH2:23][CH2:22][O:21][CH2:26][CH2:25]4)[cH:33][cH:32]3)[n:11][cH:12][c:13]2[C:14](=[O:15])[NH2:16])[CH2:2][CH2:3][CH2:4][CH2:5][CH2:6]1. The reactants are O=C([O-])O, CN1CCCC1=O, CS(=O)(=O)c1ncc(C(N)=O)c(NC2CCCCC2)n1, Cl, [Na+], Nc1ccc(N2CCOCC2)cc1, C1COCCO1, O. Product: NC(=O)c1cnc(Nc2ccc(N3CCOCC3)cc2)nc1NC1CCCCC1.